This data is from the Open Reaction Database (ORD), a public repository of structured organic reaction records. The task is: describe an organic reaction: reactants, conditions, products, and yield Starting materials: C([O-])([O-])=O.[K+].[K+] (potassium carbonate), FC=1C=C(C=CC1)B(O)O (3-fluorophenyl-boronic acid), C(C)OC(C1=C(C=C(C(=C1)I)F)NC(C)=O)=O (2-acetylamino-4-fluoro-5-iodo-benzoic acid ethyl ester), [C]=O (carbon monoxide), [C]=O (carbon monoxide). Reagents/catalysts: Cl[Pd]([P](C1=CC=CC=C1)(C2=CC=CC=C2)C3=CC=CC=C3)([P](C4=CC=CC=C4)(C5=CC=CC=C5)C6=CC=CC=C6)Cl (bis(triphenylphosphine)palladium dichloride). The solvent is O (water), C1(=CC=CC=C1)OC (anisole). The product is C(C)OC(C1=C(C=C(C(=C1)C(C1=CC(=CC=C1)F)=O)F)NC(C)=O)=O (2-Acetylamino-4-fluoro-5-(3-fluoro-benzoyl)-benzoic acid ethyl ester). Yield: 29.1%. As a reaction SMILES: [CH2:1]([O:3][C:4](=[O:17])[C:5]1[CH:10]=[C:9](I)[C:8]([F:12])=[CH:7][C:6]=1[NH:13][C:14](=[O:16])[CH3:15])[CH3:2].[C:18](=[O:21])([O-])[O-].[K+].[K+].[F:24][C:25]1[CH:26]=[C:27](B(O)O)[CH:28]=[CH:29][CH:30]=1.[C]=O>C1(OC)C=CC=CC=1.Cl[Pd](Cl)([P](C1C=CC=CC=1)(C1C=CC=CC=1)C1C=CC=CC=1)[P](C1C=CC=CC=1)(C1C=CC=CC=1)C1C=CC=CC=1.O>[CH2:1]([O:3][C:4](=[O:17])[C:5]1[CH:10]=[C:9]([C:18](=[O:21])[C:29]2[CH:28]=[CH:27][CH:26]=[C:25]([F:24])[CH:30]=2)[C:8]([F:12])=[CH:7][C:6]=1[NH:13][C:14](=[O:16])[CH3:15])[CH3:2] |f:1.2.3,^3:33,^1:46,65|. Procedure details: A total of 812 mg of 2-acetylamino-4-fluoro-5-iodo-benzoic acid ethyl ester obtained in Production Example II-7-c was dissolved in 13.9 ml of anisole, and 956 mg of potassium carbonate, 356 mg of 3-fluorophenyl-boronic acid and 49 mg of bis(triphenylphosphine)palladium dichloride were added. After replacing the inside atmosphere of the reaction system with carbon monoxide gas, the mixture was stirred at 80° C. in an atmosphere of carbon monoxide (normal pressure) for 14 hours. After cooling to r... The reactants are COC(CC=1C2=C(N(C1C)C(=O)OC(C)(C)C)SC(=C2)C)=O (tert-butyl 4-(2-methoxy-2-oxoethyl)-2,5-dimethyl-6H-thieno[2,3-b]pyrrole-6-carboxylate). The solvent is C(Cl)Cl (DCM). Conditions: temperature 65 celsius. Yields the product CC1=CC2=C(NC(=C2CC(=O)OC)C)S1 (methyl 2-(2,5-dimethyl-6H-thieno[2,3-b]pyrrol-4-yl)acetate). Isolated yield 64.2%. Reaction SMILES: [CH3:1][O:2][C:3](=[O:22])[CH2:4][C:5]1[C:6]2[CH:20]=[C:19]([CH3:21])[S:18][C:7]=2[N:8](C(OC(C)(C)C)=O)[C:9]=1[CH3:10]>C(Cl)Cl>[CH3:21][C:19]1[S:18][C:7]2[NH:8][C:9]([CH3:10])=[C:5]([CH2:4][C:3]([O:2][CH3:1])=[O:22])[C:6]=2[CH:20]=1. Procedure details: To a solution of tert-butyl 4-(2-methoxy-2-oxoethyl)-2,5-dimethyl-6H-thieno[2,3-b]pyrrole-6-carboxylate (0.790 g, 2.443 mmol) in DCM (13.13 mL) was added 13 mL of silica gel. The mixture was concentrated under reduced pressure and the residue was heated to 65° C. under vacuum for 24 h. The reaction mixture was purified by flash chromatography on silica gel (EtOAc/heptane 15/85), to give the title compound (0.35 g, 64%): LC/MS (Table 1, Method a) Rt=2.06 min; MS m/z 222.1 (M−H)−. Procedure: 3 Parts of 3,3,3-triphenylpropionic acid are refluxed with 1 part by volume of thionyl chloride in 25 parts by volume of benzene for about 2 hours. The reaction mixture is then cooled and poured into a mixture of 2.2 parts of 4-phenylisonipecotonitrile hydrochloride, 4.1 parts of potassium carbonate in 20 parts by volume of water and 20 parts by volume of benzene. This reacton mixture is stirred under nitrogen while cooling in an ice bath, and then methylene chloride and water are added to the r... The solvent is C1=CC=CC=C1 (benzene), O (water), C(Cl)Cl (methylene chloride), C1=CC=CC=C1 (benzene), O (water). The reactants are C1(=CC=CC=C1)C(CC(=O)O)(C1=CC=CC=C1)C1=CC=CC=C1 (3,3,3-triphenylpropionic acid), S(=O)(Cl)Cl (thionyl chloride), Cl.C1(=CC=CC=C1)C1(CCNCC1)C#N (4-phenylisonipecotonitrile hydrochloride), C([O-])([O-])=O.[K+].[K+] (potassium carbonate). Reaction SMILES: [C:1]1([C:7]([C:18]2[CH:23]=[CH:22][CH:21]=[CH:20][CH:19]=2)([C:12]2[CH:17]=[CH:16][CH:15]=[CH:14][CH:13]=2)[CH2:8][C:9]([OH:11])=O)[CH:6]=[CH:5][CH:4]=[CH:3][CH:2]=1.S(Cl)(Cl)=O.Cl.[C:29]1([C:35]2([C:41]#[N:42])[CH2:40][CH2:39][NH:38][CH2:37][CH2:36]2)[CH:34]=[CH:33][CH:32]=[CH:31][CH:30]=1.C(=O)([O-])[O-].[K+].[K+]>O.C(Cl)Cl.C1C=CC=CC=1>[C:29]1([C:35]2([C:41]#[N:42])[CH2:36][CH2:37][N:38]([C:9](=[O:11])[CH2:8][C:7]([C:12]3[CH:17]=[CH:16][CH:15]=[CH:14][CH:13]=3)([C:18]3[CH:19]=[CH:20][CH:21]=[CH:22][CH:23]=3)[C:1]3[CH:2]=[CH:3][CH:4]=[CH:5][CH:6]=3)[CH2:39][CH2:40]2)[CH:30]=[CH:31][CH:32]=[CH:33][CH:34]=1 |f:2.3,4.5.6|. Product: C1(=CC=CC=C1)C1(CCN(CC1)C(CC(C1=CC=CC=C1)(C1=CC=CC=C1)C1=CC=CC=C1)=O)C#N (4-phenyl-1-(3,3,3-triphenyl-propionyl)isonipecotonitrile). Starting materials: C1CCOC1, CCCC[N+](CCCC)(CCCC)CCCC, Cl, [F-], C[Si](C)(C)C(F)(F)F, O=Cc1ccc(-c2ccoc2)cc1. Product: OC(c1ccc(-c2ccoc2)cc1)C(F)(F)F. As a reaction SMILES: [CH2:41]1[O:42][CH2:43][CH2:44][CH2:45]1.[CH3:2][CH2:3][CH2:4][CH2:5][N+:6]([CH2:7][CH2:8][CH2:9][CH3:10])([CH2:11][CH2:12][CH2:13][CH3:14])[CH2:15][CH2:16][CH2:17][CH3:18].[ClH:40].[F-:1].[F:32][C:33]([F:34])([F:35])[Si:36]([CH3:37])([CH3:38])[CH3:39].[o:19]1[cH:20][c:21](-[c:24]2[cH:25][cH:26][c:27]([CH:28]=[O:29])[cH:30][cH:31]2)[cH:22][cH:23]1>>[o:19]1[cH:20][c:21](-[c:24]2[cH:25][cH:26][c:27]([CH:28]([OH:29])[C:33]([F:32])([F:34])[F:35])[cH:30][cH:31]2)[cH:22][cH:23]1. Reactants: NC1=C(C=C(C=C1)S(=O)(=O)N)Cl (4-amino-3-chlorobenzenesulfonamide), C([O-])(O)=O.[Na+] (sodium bicarbonate), BrCC(=O)Br (Bromoacetyl bromide). Solvent: C(Cl)Cl (CH2Cl2). Run at time 18 hour. Product: NS(=O)(=O)C1=CC(=C(C=C1)NC(CBr)=O)Cl (N-[4-(aminosulfonyl)-2-chlorophenyl]-2-bromoacetamide). RXN SMILES: [NH2:1][C:2]1[CH:7]=[CH:6][C:5]([S:8]([NH2:11])(=[O:10])=[O:9])=[CH:4][C:3]=1[Cl:12].C(=O)(O)[O-].[Na+].[Br:18][CH2:19][C:20](Br)=[O:21]>C(Cl)Cl>[NH2:11][S:8]([C:5]1[CH:6]=[CH:7][C:2]([NH:1][C:20](=[O:21])[CH2:19][Br:18])=[C:3]([Cl:12])[CH:4]=1)(=[O:9])=[O:10] |f:1.2|. Procedure details: A mixture of 750 mg (3.63 mmol) of 4-amino-3-chlorobenzenesulfonamide (A-2) and 610 mg (7.26 mmol) of sodium bicarbonate in 25 mL of CH2Cl2 was stirred at room temperature for 18 hours. Bromoacetyl bromide (A-1) was then added, and the mixture was stirred for an additional 12 hours. The mixture was then concentrated in vacuo to a yellow oil. The oil was washed with three 25 mL portions of diethyl ether, decanted, and concentrated in vacuo to give the desired product A-3 as a tan solid. MS: M+1=3... Yields the product ICCCOC1=CC=C(C=C1)NS(=O)(=O)C (N-[4-(3-Iodo-1-propyloxy)phenyl]methanesulfonamide). The yield is 96.7%. RXN SMILES: Cl[CH2:2][CH2:3][CH2:4][O:5][C:6]1[CH:11]=[CH:10][C:9]([NH:12][S:13]([CH3:16])(=[O:15])=[O:14])=[CH:8][CH:7]=1.[I-:17].[Na+]>CC(C)=O>[I:17][CH2:2][CH2:3][CH2:4][O:5][C:6]1[CH:11]=[CH:10][C:9]([NH:12][S:13]([CH3:16])(=[O:15])=[O:14])=[CH:8][CH:7]=1 |f:1.2|. Procedure details: A solution of N-[4-(3-chloro-1-propyloxy)phenyl]methanesulfonamide (1.03 g, 3.90 mmol) and sodium iodide (1.75 g, 11.70 mmol) in acetone (15 mL) was heated under reflux for 18 hours. The mixture was concentrated, taken up in EtOAc, and washed with brine, 10% aqueous sodium bisulfite, and brine. The organic phase was dried (MgSO4) and concentrated to give 1.34 g (96%) of product as an off-white solid m.p. 109°-111° C. The reactants are ClCCCOC1=CC=C(C=C1)NS(=O)(=O)C (N-[4-(3-chloro-1-propyloxy)phenyl]methanesulfonamide), [I-].[Na+] (sodium iodide). The solvent is CC(=O)C (acetone). Reactants: ClC=1C=C(C=CC1)CC1=C(C(=CS1)C(=O)OC)OCCO[Si](C)(C)C(C)(C)C (Methyl 5-[(3-chlorophenyl)methyl]-4-{2-[(1,1-dimethylethyl)dimethylsilyl]oxyethoxy}thiophene-3-carboxylate). Solvent: [OH-].[Li+] (lithium hydroxide), CO (methanol), O1CCCC1 (tetrahydrofuran). Run at time 18 hour. Product: ClC=1C=C(C=CC1)CC1=C(C(=CS1)C(=O)O)OCCO[Si](C)(C)C(C)(C)C (5-[(3-Chlorophenyl)methyl]4-{2-[(1,1-dimethylethyl)dimethylsilyl]oxyethoxy}thiophene-3-carboxylic acid). The yield is 42.5%. RXN SMILES: [Cl:1][C:2]1[CH:3]=[C:4]([CH2:8][C:9]2[S:13][CH:12]=[C:11]([C:14]([O:16]C)=[O:15])[C:10]=2[O:18][CH2:19][CH2:20][O:21][Si:22]([C:25]([CH3:28])([CH3:27])[CH3:26])([CH3:24])[CH3:23])[CH:5]=[CH:6][CH:7]=1>[OH-].[Li+].CO.O1CCCC1>[Cl:1][C:2]1[CH:3]=[C:4]([CH2:8][C:9]2[S:13][CH:12]=[C:11]([C:14]([OH:16])=[O:15])[C:10]=2[O:18][CH2:19][CH2:20][O:21][Si:22]([C:25]([CH3:28])([CH3:27])[CH3:26])([CH3:24])[CH3:23])[CH:5]=[CH:6][CH:7]=1 |f:1.2|. Reported procedure: Methyl 5-[(3-chlorophenyl)methyl]-4-{2-[(1,1-dimethylethyl)dimethylsilyl]oxyethoxy}thiophene-3-carboxylate (10.2 g) was dissolved in a mixture of 1M lithium hydroxide (50 ml), methanol (50 ml) and tetrahydrofuran (150 ml) and stirred for 18 hr. The reaction mixture was concentrated and the residue was partitioned between dichloromethane and 2M hydrochloric acid. The organic layer was collected, dried and filtered. t-Butyl-dimethylsilyl chloride (7 g) and imidazole (3.1 g) were added to the solut...